From a dataset of the Open Reaction Database (ORD), a public repository of structured organic reaction records. describe an organic reaction: reactants, conditions, products, and yield Starting materials: COC(=O)C=1C(=NOC1C)C1=C(C=CC=C1)Cl (methyl-3-(2-chlorophenyl)-5-methylisoxazol-4-carboxylate), [OH-].[Na+] (sodium hydroxide). Run in CO (methanol). The product is ClC1=C(C=CC=C1)C1=NOC(=C1C(=O)O)C (3-(2-chlorophenyl)-5-methylisoxazol-4-carboxylic acid). Yield: 89.9%. As a reaction SMILES: C[O:2][C:3]([C:5]1[C:6]([C:11]2[CH:16]=[CH:15][CH:14]=[CH:13][C:12]=2[Cl:17])=[N:7][O:8][C:9]=1[CH3:10])=[O:4].[OH-].[Na+]>CO>[Cl:17][C:12]1[CH:13]=[CH:14][CH:15]=[CH:16][C:11]=1[C:6]1[C:5]([C:3]([OH:4])=[O:2])=[C:9]([CH3:10])[O:8][N:7]=1 |f:1.2|. Reported procedure: In a similar manner as described in Preparation Example 25, by using methanol (60 mL), methyl-3-(2-chlorophenyl)-5-methylisoxazol-4-carboxylate (6.0 g, 23.84 mmol) and 3% sodium hydroxide aqueous solution (60 mL), a white solid required compound (5.10 g, 21.44 mmol, 90%) was obtained. Starting materials: CCN1CCN(c2ccc([N+](=O)[O-])c(OC)c2)CC1, CO. Product: CCN1CCN(c2ccc(N)c(OC)c2)CC1. Reaction SMILES: [CH2:1]([CH3:2])[N:3]1[CH2:4][CH2:5][N:6]([c:9]2[cH:10][c:11]([O:18][CH3:19])[c:12]([N+:15]([O-:16])=[O:17])[cH:13][cH:14]2)[CH2:7][CH2:8]1.[CH3:20][OH:21]>>[CH2:1]([CH3:2])[N:3]1[CH2:4][CH2:5][N:6]([c:9]2[cH:10][c:11]([O:18][CH3:19])[c:12]([NH2:15])[cH:13][cH:14]2)[CH2:7][CH2:8]1. The reactants are CS(=O)(=O)CCn1cnc2c(F)c(Nc3ccc(Br)cc3Cl)c(CO)cc21, CC(C)=O, O=[Mn]=O. Yields the product CS(=O)(=O)CCn1cnc2c(F)c(Nc3ccc(Br)cc3Cl)c(C=O)cc21. As a reaction SMILES: [Br:1][c:2]1[cH:3][c:4]([Cl:27])[c:5]([NH:8][c:9]2[c:10]([CH2:25][OH:26])[cH:11][c:12]3[c:13]([n:14][cH:15][n:16]3[CH2:17][CH2:18][S:19](=[O:20])(=[O:21])[CH3:22])[c:23]2[F:24])[cH:6][cH:7]1.[CH3:31][C:32](=[O:33])[CH3:34].[O:28]=[Mn:29]=[O:30]>>[Br:1][c:2]1[cH:3][c:4]([Cl:27])[c:5]([NH:8][c:9]2[c:10]([CH:25]=[O:26])[cH:11][c:12]3[c:13]([n:14][cH:15][n:16]3[CH2:17][CH2:18][S:19](=[O:20])(=[O:21])[CH3:22])[c:23]2[F:24])[cH:6][cH:7]1. The product is C(C)N1C(C(=CC=C1)O)=O.[Zn] (zinc 1-ethyl-3-hydroxypyrid-2-one). Reported procedure: A chloroform solution of 1-ethyl-3-hydroxypyrid-2-one(3) is mixed with a 1M solution of zinc chloride in ethanol to provide a 2:1 molar ratio of hydroxypyridone:zinc in the mixture. After 5 minutes at 20° C., a 10 molar excess of solid sodium carbonate is added and the mixture is stirred for 10 minutes. The mixture is then filtered and the solvent evaporated to give the neutral complex containing the hydroxypyridone and Zn++ in a 2:1 proportion. Recrystallisation of the 2:1 complex from ethanol ... The solvent is C(Cl)(Cl)Cl (chloroform). Reaction conditions: time 5 minute. Starting materials: ( 1 ), OC=1C(NC=CC1)=O (hydroxypyridone), 1-ethyl-3-hydroxypyrid-2-one(3), solution, [Cl-].[Zn+2].[Cl-] (zinc chloride), C(C)O (ethanol), [Zn] (zinc), OC=1C(NC=CC1)=O (hydroxypyridone), C([O-])([O-])=O.[Na+].[Na+] (sodium carbonate). Reaction SMILES: [Cl-].[Zn+2:2].[Cl-].[OH:4][C:5]1[C:6](=[O:11])[NH:7][CH:8]=[CH:9][CH:10]=1.[Zn].C(=O)([O-])[O-].[Na+].[Na+].[CH2:19](O)[CH3:20]>C(Cl)(Cl)Cl>[CH2:19]([N:7]1[CH:8]=[CH:9][CH:10]=[C:5]([OH:4])[C:6]1=[O:11])[CH3:20].[Zn:2] |f:0.1.2,5.6.7,10.11|. Starting materials: C(C1=CC=CC=C1)(C1=CC=CC=C1)Br (benzhydryl bromide), N1CCNCCC1 (homopiperazine), C([O-])([O-])=O.[K+].[K+] (potassium carbonate), C(CO)Br (ethylene bromohydrin). Solvent: O (water), CN(C=O)C (N,N-dimethylformamide). Run at time 12 hour. Product: C(C1=CC=CC=C1)(C1=CC=CC=C1)N1CCN(CCC1)CCO (4-benzhydrylhomopiperazine-1-ethanol). Isolated yield 17.4%. RXN SMILES: [NH:1]1[CH2:7][CH2:6][CH2:5][NH:4][CH2:3][CH2:2]1.C(=O)([O-])[O-].[K+].[K+].[CH2:14](Br)[CH2:15][OH:16].[CH:18](Br)([C:25]1[CH:30]=[CH:29][CH:28]=[CH:27][CH:26]=1)[C:19]1[CH:24]=[CH:23][CH:22]=[CH:21][CH:20]=1>O.CN(C)C=O>[CH:18]([N:1]1[CH2:7][CH2:6][CH2:5][N:4]([CH2:14][CH2:15][OH:16])[CH2:3][CH2:2]1)([C:19]1[CH:24]=[CH:23][CH:22]=[CH:21][CH:20]=1)[C:25]1[CH:30]=[CH:29][CH:28]=[CH:27][CH:26]=1 |f:1.2.3|. Reported procedure: To a mixture of homopiperazine (5.0 g), potassium carbonate powder (13.8 g) and N,N-dimethylformamide (80 ml) was added ethylene bromohydrin (6.3 g) and the mixture was stirred at room temperature for 12 hours. Then, benzhydryl bromide (12.4 g) was added and the whole mixture was further stirred at room temperature for 6 hours, diluted with water and extracted with ethyl ether. The ethyl ether layer was washed with water and dried over anhydrous magnesium sulfate. The solvent was distilled off a... The reactants are COC(=O)c1ccc(CBr)c(OC)c1, O=C([O-])[O-], CC(C)=O, [I-], [K+], [K+], O=[N+]([O-])c1ccc2c(c1)NCCO2, [Na+]. Product: COC(=O)c1ccc(CN2CCOc3ccc([N+](=O)[O-])cc32)c(OC)c1. As a reaction SMILES: [Br:14][CH2:15][c:16]1[c:17]([O:26][CH3:27])[cH:18][c:19]([C:20](=[O:21])[O:22][CH3:23])[cH:24][cH:25]1.[C:28](=[O:29])([O-:30])[O-:31].[CH3:36][C:37](=[O:38])[CH3:39].[I-:35].[K+:32].[K+:33].[N+:1](=[O:2])([O-:3])[c:4]1[cH:5][cH:6][c:7]2[c:8]([cH:13]1)[NH:9][CH2:10][CH2:11][O:12]2.[Na+:34]>>[N+:1](=[O:2])([O-:3])[c:4]1[cH:5][cH:6][c:7]2[c:8]([cH:13]1)[N:9]([CH2:15][c:16]1[c:17]([O:26][CH3:27])[cH:18][c:19]([C:20](=[O:21])[O:22][CH3:23])[cH:24][cH:25]1)[CH2:10][CH2:11][O:12]2. Reactants: COC(=O)c1cc(Br)c2ccn(C)c2c1, CCOC(C)=O, CN(C)C=O, CC(C)NC(C)C, OB(O)c1ccc(F)cc1, [Na], [Na], [Na], CC(=O)[O-], CC(=O)[O-], O, O=S(=O)(O)c1cccc(P(c2cccc(S(=O)(=O)O)c2)c2cccc(S(=O)(=O)O)c2)c1, [Pd+2]. RXN SMILES: [Br:1][c:2]1[c:3]2[cH:4][cH:5][n:6]([CH3:15])[c:7]2[cH:8][c:9]([C:11](=[O:12])[O:13][CH3:14])[cH:10]1.[CH3:76][CH2:77][O:78][C:79](=[O:80])[CH3:81].[CH3:83][N:84]([CH3:85])[CH:86]=[O:87].[CH:60]([NH:61][CH:62]([CH3:63])[CH3:64])([CH3:65])[CH3:66].[F:16][c:17]1[cH:18][cH:19][c:20]([B:23]([OH:24])[OH:25])[cH:21][cH:22]1.[Na:26].[Na:27].[Na:28].[O-:68][C:69]([CH3:70])=[O:71].[O-:72][C:73]([CH3:74])=[O:75].[OH2:82].[P:29]([c:30]1[cH:31][c:32]([S:33]([OH:34])(=[O:35])=[O:36])[cH:37][cH:38][cH:39]1)([c:40]1[cH:41][c:42]([S:43]([OH:44])(=[O:45])=[O:46])[cH:47][cH:48][cH:49]1)[c:50]1[cH:51][c:52]([S:53]([OH:54])(=[O:55])=[O:56])[cH:57][cH:58][cH:59]1.[Pd+2:67]>>[c:2]1(-[c:20]2[cH:19][cH:18][c:17]([F:16])[cH:22][cH:21]2)[c:3]2[cH:4][cH:5][n:6]([CH3:15])[c:7]2[cH:8][c:9]([C:11](=[O:12])[O:13][CH3:14])[cH:10]1. Product: COC(=O)c1cc(-c2ccc(F)cc2)c2ccn(C)c2c1.